Dataset: the Open Reaction Database (ORD), a public repository of structured organic reaction records. Task: describe an organic reaction: reactants, conditions, products, and yield The reactants are COC(CN1N=CC2=CC(=CC=C12)N1C(C2=C(C=C1)OC(=C2)Br)=O)=O (methyl-2(5-(2-bromo-4-oxofuro[3,2-c]pyridine-5(4H)-yl)1H-indazol-1-yl)acetate), ClC1=CC=C(C=C1)B(O)O (4-chlorophenyl boronic acid), C(=O)([O-])[O-].[K+].[K+] (K2CO3). Reagents/catalysts: C1=CC=C(C=C1)P(C2=CC=CC=C2)C3=CC=CC=C3.C1=CC=C(C=C1)P(C2=CC=CC=C2)C3=CC=CC=C3.Cl[Pd]Cl (bis(triphenylphosphine)palladium (II) chloride). The solvent is CS(=O)C (DMSO). Reaction conditions: temperature 90 celsius, time 2 hour. The product is COC(CN1N=CC2=CC(=CC=C12)N1C(C2=C(C=C1)OC(=C2)C2=CC=C(C=C2)Cl)=O)=O (Methyl-2-(5-(2-(4-chlorophenyl)-4-oxofuro[3,2-c]pyridin-5(4H)-yl)-1H-indazol-1-yl)acetate). Yield: 0.0%. RXN SMILES: [CH3:1][O:2][C:3](=[O:25])[CH2:4][N:5]1[C:13]2[C:8](=[CH:9][C:10]([N:14]3[CH:19]=[CH:18][C:17]4[O:20][C:21](Br)=[CH:22][C:16]=4[C:15]3=[O:24])=[CH:11][CH:12]=2)[CH:7]=[N:6]1.[Cl:26][C:27]1[CH:32]=[CH:31][C:30](B(O)O)=[CH:29][CH:28]=1.C([O-])([O-])=O.[K+].[K+]>CS(C)=O.C1C=CC(P(C2C=CC=CC=2)C2C=CC=CC=2)=CC=1.C1C=CC(P(C2C=CC=CC=2)C2C=CC=CC=2)=CC=1.Cl[Pd]Cl>[CH3:1][O:2][C:3](=[O:25])[CH2:4][N:5]1[C:13]2[C:8](=[CH:9][C:10]([N:14]3[CH:19]=[CH:18][C:17]4[O:20][C:21]([C:30]5[CH:31]=[CH:32][C:27]([Cl:26])=[CH:28][CH:29]=5)=[CH:22][C:16]=4[C:15]3=[O:24])=[CH:11][CH:12]=2)[CH:7]=[N:6]1 |f:2.3.4,6.7.8|. Procedure: To a solution of methyl-2(5-(2-bromo-4-oxofuro[3,2-c]pyridine-5(4H)-yl)1H-indazol-1-yl)acetate (0.77 g, 19 mmol) in DMSO (44 mL) was added 4-chlorophenyl boronic acid (0.32 g, 2.1 mmol), K2CO3 (0.52 g, 3.8 mmol) and bis(triphenylphosphine)palladium (II) chloride (0.13 g, 0.19 mmol). The solution was evacuated for 15 minutes under high vacuum then backfilled with argon. The process was repeated three times. The reaction mixture was stirred at 90° C. for 2 h; then the reaction mixture was diluted ... Starting materials: C=C(C)OC, Cc1ccccc1, ClCCl, C=CC(O)C(NC(=O)c1ccccc1)c1ccccc1, Cc1ccc(S(=O)(=O)[O-])cc1, c1cc[nH+]cc1. Product: C=CC1OC(C)(C)N(C(=O)c2ccccc2)C1c1ccccc1. As a reaction SMILES: [CH3:21][O:22][C:23](=[CH2:24])[CH3:25].[CH3:43][c:44]1[cH:45][cH:46][cH:47][cH:48][cH:49]1.[Cl:50][CH2:51][Cl:52].[c:1]1([CH:7]([CH:8]([CH:9]=[CH2:10])[OH:11])[NH:12][C:13]([c:14]2[cH:15][cH:16][cH:17][cH:18][cH:19]2)=[O:20])[cH:2][cH:3][cH:4][cH:5][cH:6]1.[c:26]1([CH3:27])[cH:28][cH:29][c:30]([S:31]([O-:32])(=[O:33])=[O:34])[cH:35][cH:36]1.[nH+:37]1[cH:38][cH:39][cH:40][cH:41][cH:42]1>>[c:1]1([CH:7]2[CH:8]([CH:9]=[CH2:10])[O:11][C:23]([CH3:24])([CH3:25])[N:12]2[C:13]([c:14]2[cH:15][cH:16][cH:17][cH:18][cH:19]2)=[O:20])[cH:2][cH:3][cH:4][cH:5][cH:6]1.